Task: describe an organic reaction: reactants, conditions, products, and yield. Dataset: the Open Reaction Database (ORD), a public repository of structured organic reaction records Starting materials: BrC1=CC=C(C(=N1)NC(=O)C1=CC(=NO1)C(C)(C)C)[N+](=O)[O-] (3-tert-butyl-isoxazole-5-carboxylic acid (6-bromo-3-nitro-pyridin-2-yl)-amide), C(Cl)Cl (DCM), FC(C1=C(C=CC=C1)B(O)O)(F)F (2-trifluoromethylphenylboronic acid), C([O-])([O-])=O.[Cs+].[Cs+] (cesium carbonate). Run in COCCOC (DME), O (water), O (water). Conditions: time 10 minute. Product: FC(C1=C(C=CC=C1)C1=CC=C(C(=N1)N)[N+](=O)[O-])(F)F (6-(2-trifluoromethyl-phenyl)-3-nitro-pyridin-2-ylamine). As a reaction SMILES: Br[C:2]1[N:7]=[C:6]([NH:8]C(C2ON=C(C(C)(C)C)C=2)=O)[C:5]([N+:20]([O-:22])=[O:21])=[CH:4][CH:3]=1.[F:23][C:24]([F:35])([F:34])[C:25]1[CH:30]=[CH:29][CH:28]=[CH:27][C:26]=1B(O)O.C(=O)([O-])[O-].[Cs+].[Cs+].C(Cl)Cl>COCCOC.O>[F:23][C:24]([F:35])([F:34])[C:25]1[CH:30]=[CH:29][CH:28]=[CH:27][C:26]=1[C:2]1[N:7]=[C:6]([NH2:8])[C:5]([N+:20]([O-:22])=[O:21])=[CH:4][CH:3]=1 |f:2.3.4|. Reported procedure: A solution of 3-tert-butyl-isoxazole-5-carboxylic acid (6-bromo-3-nitro-pyridin-2-yl)-amide (139 mg, 0.377 mmol, prepared as described in the previous step) in DME (15 mL) and water (5 mL) was treated with 2-trifluoromethylphenylboronic acid (85.8 mg, 0.452 mmol) and cesium carbonate (245 mg, 0.753 mmol). The resulting mixture was de-gassed via sonication, placed under Ar, treated with PdCl2(dppf).DCM (15.4 mg, 0.019 mmol), and heated to 80° C. for 18 h. The cooled mixture was diluted with water...